Dataset: the Open Reaction Database (ORD), a public repository of structured organic reaction records. Task: describe an organic reaction: reactants, conditions, products, and yield Reactants: O=C(O)c1cn(C2CC2)c2c(F)c(N3CCCC3CO)c(F)cc2c1=O, [H-], [H][H], [Na+], CN(C)C=O. The product is O=C(O)c1cn(C2CC2)c2c3c(c(F)cc2c1=O)N1CCCC1CO3. RXN SMILES: [CH:3]1([n:6]2[cH:7][c:8]([C:26](=[O:27])[OH:28])[c:9](=[O:25])[c:10]3[cH:11][c:12]([F:24])[c:13]([N:17]4[CH:18]([CH2:22][OH:23])[CH2:19][CH2:20][CH2:21]4)[c:14]([F:16])[c:15]23)[CH2:4][CH2:5]1.[H-:1].[H:29][H:30].[Na+:2].[O:31]=[CH:32][N:33]([CH3:34])[CH3:35]>>[CH:3]1([n:6]2[cH:7][c:8]([C:26](=[O:27])[OH:28])[c:9](=[O:25])[c:10]3[cH:11][c:12]([F:24])[c:13]4[c:14]([c:15]23)[O:23][CH2:22][CH:18]2[N:17]4[CH2:21][CH2:20][CH2:19]2)[CH2:4][CH2:5]1.